From a dataset of the Open Reaction Database (ORD), a public repository of structured organic reaction records. describe an organic reaction: reactants, conditions, products, and yield Starting materials: C1(=CC=CC=C1)NC1=CC2=CC=CC=C2C=C1 (N-phenylnaphthalen-2-amine), C1(=CC=CC=C1)NC1=CC2=CC=CC=C2C=C1 (N-phenylnaphthalen-2-amine), BrC1=CC=C(C=C1)C1=CC=C(C=C1)Br (4,4′-dibromobiphenyl), CC(C)([O-])C.[Na+] (sodium tert-butoxide). The reagents and catalysts are C1=CC=C(C=C1)P([C-]2C=CC=C2)C3=CC=CC=C3.C1=CC=C(C=C1)P([C-]2C=CC=C2)C3=CC=CC=C3.Cl[Pd]Cl.[Fe+2] (Pd(dppf)Cl2). Solvent: C1(=CC=CC=C1)C (toluene). Run at temperature 80 celsius. The product is BrC1=CC=C(C=C1)C1=CC=C(C=C1)N(C1=CC2=CC=CC=C2C=C1)C1=CC=CC=C1 (N-(4′-bromo-[1,1′-biphenyl]-4-yl)-N-phenylnaphthalen-2-amine). Yield: 60.0%. RXN SMILES: [C:1]1([NH:7][C:8]2[CH:17]=[CH:16][C:15]3[C:10](=[CH:11][CH:12]=[CH:13][CH:14]=3)[CH:9]=2)[CH:6]=[CH:5][CH:4]=[CH:3][CH:2]=1.Br[C:19]1[CH:24]=[CH:23][C:22]([C:25]2[CH:30]=[CH:29][C:28]([Br:31])=[CH:27][CH:26]=2)=[CH:21][CH:20]=1.CC(C)([O-])C.[Na+]>C1(C)C=CC=CC=1.C1C=CC(P(C2C=CC=CC=2)[C-]2C=CC=C2)=CC=1.C1C=CC(P(C2C=CC=CC=2)[C-]2C=CC=C2)=CC=1.Cl[Pd]Cl.[Fe+2]>[Br:31][C:28]1[CH:29]=[CH:30][C:25]([C:22]2[CH:23]=[CH:24][C:19]([N:7]([C:1]3[CH:6]=[CH:5][CH:4]=[CH:3][CH:2]=3)[C:8]3[CH:17]=[CH:16][C:15]4[C:10](=[CH:11][CH:12]=[CH:13][CH:14]=4)[CH:9]=3)=[CH:20][CH:21]=2)=[CH:26][CH:27]=1 |f:2.3,5.6.7.8|. Procedure details: A mixture of N-phenylnaphthalen-2-amine (Compound 20) (5.0 g, 22.8 mmol), 4,4′-dibromobiphenyl (17.8 g, 57 mmol), Pd(dppf)Cl2 (0.73 g, 1 mmol) and sodium tert-butoxide (2.4 g, 25 mmol) in toluene (250 mL) was degassed and heated at 80° C. overnight. The whole was poured into ethyl acetate (250 mL), washed with brine, dried over Na2SO4, loaded on silica gel and purified by flash column (hexanes to hexanes/dichloromethane 9:1). The desired fraction was collected, and concentrated. The resulting so... Reactants: O=C([O-])[O-], O=C(CCCCCCCBr)NOCc1ccccc1, COc1cc2c(cc1OC)C(c1ccccc1)NCC2, Cl, [K+], [K+], CN(C)C=O. The product is COc1cc2c(cc1OC)C(c1ccccc1)N(CCCCCCCC(=O)NOCc1ccccc1)CC2. As a reaction SMILES: [C:41](=[O:42])([O-:43])[O-:44].[CH2:1]([c:2]1[cH:3][cH:4][cH:5][cH:6][cH:7]1)[O:8][NH:9][C:10]([CH2:11][CH2:12][CH2:13][CH2:14][CH2:15][CH2:16][CH2:17][Br:18])=[O:19].[CH3:21][O:22][c:23]1[cH:24][c:25]2[c:30]([cH:31][c:32]1[O:33][CH3:34])[CH:29]([c:35]1[cH:36][cH:37][cH:38][cH:39][cH:40]1)[NH:28][CH2:27][CH2:26]2.[ClH:20].[K+:45].[K+:46].[O:47]=[CH:48][N:49]([CH3:50])[CH3:51]>>[CH2:1]([c:2]1[cH:3][cH:4][cH:5][cH:6][cH:7]1)[O:8][NH:9][C:10]([CH2:11][CH2:12][CH2:13][CH2:14][CH2:15][CH2:16][CH2:17][N:28]1[CH2:27][CH2:26][c:25]2[cH:24][c:23]([O:22][CH3:21])[c:32]([O:33][CH3:34])[cH:31][c:30]2[CH:29]1[c:35]1[cH:36][cH:37][cH:38][cH:39][cH:40]1)=[O:19]. Starting materials: C1(=CC=CC=C1)S(=O)(=O)NCCSC1=CC=C(OCC(=O)OCC)C=C1 (ethyl 4-[2-(phenylsulfonylamino)ethylthio]phenoxyacetate), ClC1=CC(=CC=C1)C(=O)OO (m-chloroperbenzoic acid). The solvent is C(Cl)Cl (methylene chloride), C(Cl)Cl (methylene chloride). Yields the product C1(=CC=CC=C1)S(=O)(=O)NCCS(=O)C1=CC=C(OCC(=O)OCC)C=C1 (ethyl 4-[2-(phenylsulfonylamino)ethylsulfinyl]phenoxyacetate). RXN SMILES: [C:1]1([S:7]([NH:10][CH2:11][CH2:12][S:13][C:14]2[CH:26]=[CH:25][C:17]([O:18][CH2:19][C:20]([O:22][CH2:23][CH3:24])=[O:21])=[CH:16][CH:15]=2)(=[O:9])=[O:8])[CH:6]=[CH:5][CH:4]=[CH:3][CH:2]=1.ClC1C=CC=C(C(OO)=[O:35])C=1>C(Cl)Cl>[C:1]1([S:7]([NH:10][CH2:11][CH2:12][S:13]([C:14]2[CH:15]=[CH:16][C:17]([O:18][CH2:19][C:20]([O:22][CH2:23][CH3:24])=[O:21])=[CH:25][CH:26]=2)=[O:35])(=[O:8])=[O:9])[CH:2]=[CH:3][CH:4]=[CH:5][CH:6]=1. Procedure details: To a solution of ethyl 4-[2-(phenylsulfonylamino)ethylthio]phenoxyacetate (2 g) obtained in Example 3 in methylene chloride (30 ml) was added dropwise under ice cooling a solution of m-chloroperbenzoic acid (0.87 g) in methylene chloride (20 ml). The reaction mixture was stirred at room temperature for an hour, washed with an aqueous sodium bicarbonate solution and dried over anhydrous magnesium sulfate. Evaporation of the solvent under reduced pressure gave a residue, which was then chromatogra... Starting materials: C1(CC1)COC1=C(C=CC(=N1)C(=O)O)N1C(CCC1)C (6-cyclopropylmethoxy-5-(2-methyl-pyrrolidin-1-yl)-pyridine-2-carboxylic acid), N[C@H](C(=O)N)CC(C)C ((2S)-2-amino-4-methyl-pentanamide). The product is C(N)(=O)[C@H](CC(C)C)NC(=O)C1=NC(=C(C=C1)N1C(CCC1)C)OCC1CC1 (6-Cyclopropylmethoxy-5-(2-methyl-pyrrolidin-1-yl)-pyridine-2-carboxylic acid ((S)-1-carbamoyl-3-methyl-butyl)-amide). Reaction SMILES: [CH:1]1([CH2:4][O:5][C:6]2[N:11]=[C:10]([C:12]([OH:14])=O)[CH:9]=[CH:8][C:7]=2[N:15]2[CH2:19][CH2:18][CH2:17][CH:16]2[CH3:20])[CH2:3][CH2:2]1.[NH2:21][C@@H:22]([CH2:26][CH:27]([CH3:29])[CH3:28])[C:23]([NH2:25])=[O:24]>>[C:23]([C@@H:22]([NH:21][C:12]([C:10]1[CH:9]=[CH:8][C:7]([N:15]2[CH2:19][CH2:18][CH2:17][CH:16]2[CH3:20])=[C:6]([O:5][CH2:4][CH:1]2[CH2:2][CH2:3]2)[N:11]=1)=[O:14])[CH2:26][CH:27]([CH3:29])[CH3:28])(=[O:24])[NH2:25]. Reported procedure: The title compound was synthesized in analogy to Example 1, using 6-cyclopropylmethoxy-5-(2-methyl-pyrrolidin-1-yl)-pyridine-2-carboxylic acid and (2S)-2-amino-4-methyl-pentanamide (CAN 687-51-4) as starting materials, MS (LC/MS): 389.2 [M+H]+. Reactants: CCOP(=O)(Cc1ccc(C(=O)N2CCCc3ccccc32)cc1)OCC, Cl, S=P12SP3(=S)SP(=S)(S1)SP(=S)(S2)S3, c1ccccc1, c1ccncc1. Product: CCOP(=O)(Cc1ccc(C(=S)N2CCCc3ccccc32)cc1)OCC. Reaction SMILES: [CH2:1]([CH3:2])[O:3][P:4](=[O:5])([O:6][CH2:7][CH3:8])[CH2:9][c:10]1[cH:11][cH:12][c:13]([C:14](=[O:15])[N:16]2[CH2:17][CH2:18][CH2:19][c:20]3[cH:21][cH:22][cH:23][cH:24][c:25]32)[cH:26][cH:27]1.[ClH:48].[P:28]12(=[S:29])[S:30][P:31]3(=[S:41])[S:32][P:33](=[S:39])([S:34][P:35](=[S:38])([S:36]3)[S:37]1)[S:40]2.[cH:42]1[cH:43][cH:44][cH:45][cH:46][cH:47]1.[cH:49]1[cH:50][cH:51][n:52][cH:53][cH:54]1>>[CH2:1]([CH3:2])[O:3][P:4](=[O:5])([O:6][CH2:7][CH3:8])[CH2:9][c:10]1[cH:11][cH:12][c:13]([C:14]([N:16]2[CH2:17][CH2:18][CH2:19][c:20]3[cH:21][cH:22][cH:23][cH:24][c:25]32)=[S:29])[cH:26][cH:27]1.